This data is from the Open Reaction Database (ORD), a public repository of structured organic reaction records. The task is: describe an organic reaction: reactants, conditions, products, and yield Procedure details: Dried tetrahydrofuran (600 ml) was added to 60% sodium hydride (5.8 g), and the solution cooled to 5° C. A solution (100 ml) of 1-O-benzyl-3-O-t-butyldimethylsilylglycerol (35.9 g) in tetrahydrofuran was added thereto, and the resultant mixture stirred at the same temperature for 2 hours. Then, ethyl bromoacetate (24.3 g) was added dropwise thereto, and the mixture stirred at the same temperature for 2 hours and then room temperature overnight. Upon concentrating the reaction mixture under reduc... Isolated yield 62.0%. The reactants are C(C1=CC=CC=C1)OCC(O)CO[Si](C)(C)C(C)(C)C (1-O-benzyl-3-O-t-butyldimethylsilylglycerol), BrCC(=O)OCC (ethyl bromoacetate), [H-].[Na+] (sodium hydride), resultant mixture. Reaction SMILES: [H-].[Na+].[CH2:3]([O:10][CH2:11][CH:12]([CH2:14][O:15][Si:16]([C:19]([CH3:22])([CH3:21])[CH3:20])([CH3:18])[CH3:17])[OH:13])[C:4]1[CH:9]=[CH:8][CH:7]=[CH:6][CH:5]=1.Br[CH2:24][C:25]([O:27][CH2:28][CH3:29])=[O:26]>O1CCCC1>[CH2:3]([O:10][CH2:11][CH:12]([CH2:14][O:15][Si:16]([C:19]([CH3:22])([CH3:21])[CH3:20])([CH3:17])[CH3:18])[O:13][CH2:24][C:25]([O:27][CH2:28][CH3:29])=[O:26])[C:4]1[CH:9]=[CH:8][CH:7]=[CH:6][CH:5]=1 |f:0.1|. Conditions: temperature 5 celsius, time 2 hour. Product: C(C1=CC=CC=C1)OCC(OCC(=O)OCC)CO[Si](C)(C)C(C)(C)C (1-O-benzyl-3-O-t-butyldimethylsilyl-2-O-ethoxycarbonylmethylglycerol). The solvent is O1CCCC1 (tetrahydrofuran), O1CCCC1 (tetrahydrofuran).